Dataset: the Open Reaction Database (ORD), a public repository of structured organic reaction records. Task: describe an organic reaction: reactants, conditions, products, and yield Starting materials: CC1=CC=C(C=C1)S(=O)(=O)OC1=CC=2CCCC(C2C=C1)=O (5-oxo-5,6,7,8-tetrahydronaphthalen-2-yl 4-methylbenzene-1-sulfonate), CC1=NC=CC(=C1)B1OC(C)(C)C(C)(C)O1 (2-methylpyridine-4-boronic acid pinacol ester), C(=O)([O-])[O-].[Na+].[Na+] (Na2CO3), [Li]Cl.O (LiCl.H2O). Reagents/catalysts: C=1C=CC(=CC1)[P](C=2C=CC=CC2)(C=3C=CC=CC3)[Pd]([P](C=4C=CC=CC4)(C=5C=CC=CC5)C=6C=CC=CC6)([P](C=7C=CC=CC7)(C=8C=CC=CC8)C=9C=CC=CC9)[P](C=1C=CC=CC1)(C=1C=CC=CC1)C=1C=CC=CC1 (Pd(PPh3)4). Run in CCO.O.C1(=CC=CC=C1)C (EtOH H2O toluene). Run at temperature 100 celsius, time 8 hour. Product: CC1=NC=CC(=C1)C=1C=C2CCCC(C2=CC1)=O (6-(2-methylpyridin-4-yl)-1,2,3,4-tetrahydronaphthalen-1-one). Reaction SMILES: CC1C=CC(S(O[C:12]2[CH:21]=[CH:20][C:19]3[C:18](=[O:22])[CH2:17][CH2:16][CH2:15][C:14]=3[CH:13]=2)(=O)=O)=CC=1.[CH3:23][C:24]1[CH:29]=[C:28](B2OC(C)(C)C(C)(C)O2)[CH:27]=[CH:26][N:25]=1.C([O-])([O-])=O.[Na+].[Na+].[Li]Cl.O>CCO.O.C1(C)C=CC=CC=1.C1C=CC([P]([Pd]([P](C2C=CC=CC=2)(C2C=CC=CC=2)C2C=CC=CC=2)([P](C2C=CC=CC=2)(C2C=CC=CC=2)C2C=CC=CC=2)[P](C2C=CC=CC=2)(C2C=CC=CC=2)C2C=CC=CC=2)(C2C=CC=CC=2)C2C=CC=CC=2)=CC=1>[CH3:23][C:24]1[CH:29]=[C:28]([C:12]2[CH:13]=[C:14]3[C:19](=[CH:20][CH:21]=2)[C:18](=[O:22])[CH2:17][CH2:16][CH2:15]3)[CH:27]=[CH:26][N:25]=1 |f:2.3.4,5.6,7.8.9,^1:62,64,83,102|. Procedure details: To a suspension of 5-oxo-5,6,7,8-tetrahydronaphthalen-2-yl 4-methylbenzene-1-sulfonate (1.3 g, 4.4 mmol), 2-methylpyridine-4-boronic acid pinacol ester (800 mg, 3.7 mmol), Na2CO3 (773 mg, 7.3 mmol) and LiCl.H2O (442 mg, 7.3 mmol) in EtOH/H2O/toluene (4.4 mL/2.3 mL/20.0 mL) was added Pd(PPh3)4 (211 mg, 0.2 mmol) at rt under N2. The reaction was stirred at 100° C. overnight. The reaction was filtered and concentrated. Purification by silica gel chromatography (PE:EtOAc=1:1) gave 865 mg (quantitati... Yields the product O=C1c2ccccc2C(=O)N1CCOc1n[nH]c2ncnc(Nc3ccc(OCc4ccccn4)c(Cl)c3)c12. Starting materials: C1CCOC1, OCCOc1n[nH]c2ncnc(Nc3ccc(OCc4ccccn4)c(Cl)c3)c12, CC(C)(C)OC(=O)N=NC(=O)OC(C)(C)C, O=C1NC(=O)c2ccccc21, CN(C)C=O, c1ccc(P(c2ccccc2)c2ccccc2)cc1. Reaction SMILES: [CH2:81]1[O:82][CH2:83][CH2:84][CH2:85]1.[Cl:1][c:2]1[cH:3][c:4]([NH:16][c:17]2[c:18]3[c:19]([n:20][cH:21][n:22]2)[nH:23][n:24][c:25]3[O:26][CH2:27][CH2:28][OH:29])[cH:5][cH:6][c:7]1[O:8][CH2:9][c:10]1[n:11][cH:12][cH:13][cH:14][cH:15]1.[N:60]([C:61]([O:62][C:63]([CH3:64])([CH3:65])[CH3:66])=[O:67])=[N:68][C:69]([O:70][C:71]([CH3:72])([CH3:73])[CH3:74])=[O:75].[O:30]=[C:31]1[NH:32][C:33](=[O:34])[c:35]2[cH:36][cH:37][cH:38][cH:39][c:40]21.[O:76]=[CH:77][N:78]([CH3:79])[CH3:80].[c:41]1([P:42]([c:43]2[cH:44][cH:45][cH:46][cH:47][cH:48]2)[c:49]2[cH:50][cH:51][cH:52][cH:53][cH:54]2)[cH:55][cH:56][cH:57][cH:58][cH:59]1>>[Cl:1][c:2]1[cH:3][c:4]([NH:16][c:17]2[c:18]3[c:19]([n:20][cH:21][n:22]2)[nH:23][n:24][c:25]3[O:26][CH2:27][CH2:28][N:32]2[C:31](=[O:30])[c:40]3[c:35]([cH:36][cH:37][cH:38][cH:39]3)[C:33]2=[O:34])[cH:5][cH:6][c:7]1[O:8][CH2:9][c:10]1[n:11][cH:12][cH:13][cH:14][cH:15]1. Starting materials: [OH-].[Na+] (NaOH), [H-].[Na+] (sodium hydride), FC1=CC=C(C=O)C=C1 (4-fluorobenzaldehyde), CC(C(=O)OC)CC(=O)OC (dimethyl methylsuccinate). The solvent is CO (methanol), O (water), C1(=CC=CC=C1)C (toluene), C1(=CC=CC=C1)C (toluene). Reaction conditions: time 2 hour. Product: FC1=CC=C(C=C1)\C=C(\C(=O)O)/C(C(=O)O)C (2-[1-(4-fluoro-phenyl)-meth-(E)-ylidene]-3-methyl succinic acid). As a reaction SMILES: [H-].[Na+].[F:3][C:4]1[CH:11]=[CH:10][C:7]([CH:8]=O)=[CH:6][CH:5]=1.[CH3:12][CH:13]([CH2:18][C:19]([O:21]C)=[O:20])[C:14]([O:16]C)=[O:15].[OH-].[Na+]>C1(C)C=CC=CC=1.O.CO>[F:3][C:4]1[CH:11]=[CH:10][C:7](/[CH:8]=[C:18](\[CH:13]([CH3:12])[C:14]([OH:16])=[O:15])/[C:19]([OH:21])=[O:20])=[CH:6][CH:5]=1 |f:0.1,4.5|. Procedure details: To a suspension of sodium hydride (60% in paraffin oil, 31 g, 775 mmol) in toluene (150 mL) was added a solution of 4-fluorobenzaldehyde (30 g, 242 mmol) and dimethyl methylsuccinate (58 g, 362 mmol) in toluene (150 mL) over 1 hour at 0° C. under nitrogen. The reaction was initiated by addition of a drop of methanol at room temperature and was stirred at room temperature for 2 hours. A 2.0 N aqueous NaOH solution (300 mL) was added slowly at 0° C. The resulting mixture was stirred at 110° C. for... Reaction SMILES: [CH3:15][CH2:16][OH:17].[Na+:14].[OH-:13].[OH:1][c:2]1[cH:3][cH:4][cH:5][c:6]([Cl:7])[cH:8]1.[OH:9][CH2:10][CH2:11][Cl:12]>>[O:1]([c:2]1[cH:3][cH:4][cH:5][c:6]([Cl:7])[cH:8]1)[CH2:11][CH2:10][OH:9]. Product: OCCOc1cccc(Cl)c1. Starting materials: CCO, [Na+], [OH-], Oc1cccc(Cl)c1, OCCCl. Reactants: NC1=CC2=C(N=CN2)C=C1 (5-aminobenzimidazole), PdC, TEA, FC(C(F)F)(OC1=CC=C(C=O)C=C1)F (4-(1,1,2,2-tetrafluoroethoxy)benzaldehyde), [Si](C)(C)(C)C#N (TMSCN), N1(C=NC=C1)C(=O)N1C=NC=C1 (di-(imidazol-1-yl)methanone). Product: FC(C(F)F)(OC1=CC=C(C=C1)C1CNC(N1C1=CC2=C(NC=N2)C=C1)=O)F (5-(4-(1,1,2,2-tetrafluoroethoxy)phenyl)-1-(1H-benzo[d]imidazol-5-yl)imidazolidin-2-one). RXN SMILES: [NH2:1][C:2]1[CH:10]=[CH:9][C:5]2[N:6]=[CH:7][NH:8][C:4]=2[CH:3]=1.[F:11][C:12]([F:25])([O:16][C:17]1[CH:24]=[CH:23][C:20]([CH:21]=O)=[CH:19][CH:18]=1)[CH:13]([F:15])[F:14].[Si](C#N)(C)(C)C.[N:32]1([C:37](N2C=CN=C2)=[O:38])C=CN=[CH:33]1>>[F:11][C:12]([F:25])([O:16][C:17]1[CH:24]=[CH:23][C:20]([CH:21]2[N:1]([C:2]3[CH:10]=[CH:9][C:5]4[NH:6][CH:7]=[N:8][C:4]=4[CH:3]=3)[C:37](=[O:38])[NH:32][CH2:33]2)=[CH:19][CH:18]=1)[CH:13]([F:15])[F:14]. Procedure: The compound was synthesized starting from 5-aminobenzimidazole (0.585 g, 4.4 mmol), 4-(1,1,2,2-tetrafluoroethoxy)benzaldehyde (0.888 g, 4 mmol), TMSCN (0.5 mL, 4 mmol), PdC (10%, 0.02 g), TEA (0.978 mL, 7.0 mmol), di-(imidazol-1-yl)methanone (0.621 g, 3.83 mmol) as described in method 2. The product was purified by means of FPLC. Starting materials: IC1=CC=CC=C1 (Iodobenzene), C(C)C=1C=CC(NC1)=O (5-ethyl-2-(1H)-pyridone). Yields the product C(C)C=1C=CC(N(C1)C1=CC=CC=C1)=O (5-ethyl-1-phenyl-2-(1H)-pyridone). The yield is 84.0%. Reaction SMILES: I[C:2]1[CH:7]=[CH:6][CH:5]=[CH:4][CH:3]=1.[CH2:8]([C:10]1[CH:11]=[CH:12][C:13](=[O:16])[NH:14][CH:15]=1)[CH3:9]>>[CH2:8]([C:10]1[CH:11]=[CH:12][C:13](=[O:16])[N:14]([C:2]2[CH:7]=[CH:6][CH:5]=[CH:4][CH:3]=2)[CH:15]=1)[CH3:9]. Procedure: Iodobenzene when caused to react with 5-ethyl-2-(1H)-pyridone following the general procedure outlined in Example 1, an 84% yield of 5-ethyl-1-phenyl-2-(1H)-pyridone is obtained. Reactants: COc1ccc(CO)cc1, CCO, ClCCl, CSC(=S)N1CCNCC1, [Na+], [Na+], O=C([O-])[O-], O=S(Cl)Cl. Product: COc1ccc(CN2CCN(C(=S)SC)CC2)cc1. Reaction SMILES: [CH3:1][O:2][c:3]1[cH:4][cH:5][c:6]([CH2:7][OH:8])[cH:9][cH:10]1.[CH3:34][CH2:35][OH:36].[Cl:31][CH2:32][Cl:33].[N:15]1([C:21](=[S:22])[S:23][CH3:24])[CH2:16][CH2:17][NH:18][CH2:19][CH2:20]1.[Na+:25].[Na+:26].[O-:27][C:28](=[O:29])[O-:30].[S:11]([Cl:12])([Cl:13])=[O:14]>>[CH3:1][O:2][c:3]1[cH:4][cH:5][c:6]([CH2:7][N:18]2[CH2:17][CH2:16][N:15]([C:21](=[S:22])[S:23][CH3:24])[CH2:20][CH2:19]2)[cH:9][cH:10]1. RXN SMILES: [C:13](=[O:14])([OH:15])[O-:16].[CH3:18][NH:19][CH3:20].[Cl:1][c:2]1[n:3][c:4]([Cl:12])[c:5]([C:9](=[O:10])[Cl:11])[c:6]([Cl:8])[n:7]1.[Cl:21][CH2:22][Cl:23].[Na+:17].[OH2:24]>>[Cl:1][c:2]1[n:3][c:4]([Cl:12])[c:5]([C:9](=[O:10])[N:19]([CH3:18])[CH3:20])[c:6]([Cl:8])[n:7]1. Product: CN(C)C(=O)c1c(Cl)nc(Cl)nc1Cl. Reactants: O=C([O-])O, CNC, O=C(Cl)c1c(Cl)nc(Cl)nc1Cl, ClCCl, [Na+], O.